describe an organic reaction: reactants, conditions, products, and yield From a dataset of the Open Reaction Database (ORD), a public repository of structured organic reaction records. Starting materials: Cl.C(C)(=O)SC1/C(/CN(CC1)C(C(=O)C1CC1)C1=C(C=CC=C1)F)=C/C1=NN(C=N1)CC(=O)OC ((E)-4-(acetylsulfanyl)-1-[2-cyclopropyl-1-(2-fluorophenyl)-2-oxoethyl]-3-{[1-(methoxycarbonylmethyl)-1H-1,2,4-triazol-3-yl]methylidene}piperidine hydrochloride), C([O-])([O-])=O.[K+].[K+] (potassium carbonate). The solvent is C(C)#N (acetonitrile). Product: Cl.C1(CC1)C(C(C1=C(C=CC=C1)F)N1C\C(\C(CC1)S)=C/C1=NN(C=N1)CC(=O)OC)=O ((E)-1-[2-Cyclopropyl-1-(2-fluorophenyl)-2-oxoethyl]-3-{[1-(methoxycarbonylmethyl)-1H-1,2,4-triazol-3-yl]methylidene}-4-sulfanylpiperidine hydrochloride). Yield: 74.3%. As a reaction SMILES: [ClH:1].C([S:5][CH:6]1[CH2:11][CH2:10][N:9]([CH:12]([C:18]2[CH:23]=[CH:22][CH:21]=[CH:20][C:19]=2[F:24])[C:13]([CH:15]2[CH2:17][CH2:16]2)=[O:14])[CH2:8]/[C:7]/1=[CH:25]\[C:26]1[N:30]=[CH:29][N:28]([CH2:31][C:32]([O:34][CH3:35])=[O:33])[N:27]=1)(=O)C.C(=O)([O-])[O-].[K+].[K+]>C(#N)C>[ClH:1].[CH:15]1([C:13](=[O:14])[CH:12]([N:9]2[CH2:10][CH2:11][CH:6]([SH:5])/[C:7](=[CH:25]/[C:26]3[N:30]=[CH:29][N:28]([CH2:31][C:32]([O:34][CH3:35])=[O:33])[N:27]=3)/[CH2:8]2)[C:18]2[CH:23]=[CH:22][CH:21]=[CH:20][C:19]=2[F:24])[CH2:17][CH2:16]1 |f:0.1,2.3.4,6.7|. Reported procedure: Following a procedure similar to that described in Example 151, (E)-4-(acetylsulfanyl)-1-[2-cyclopropyl-1-(2-fluorophenyl)-2-oxoethyl]-3-{[1-(methoxycarbonylmethyl)-1H-1,2,4-triazol-3-yl]methylidene}piperidine hydrochloride (820 mg) was treated with potassium carbonate and the crude product was purified by preparative HPLC (YMC-Pack ODS-A; YMC, eluent: acetonitrile/0.024N hydrochloric acid, 30/70, v/v) to afford the title compound (560 mg, yield: 74%) as a colourless amorphous solid.